This data is from the Open Reaction Database (ORD), a public repository of structured organic reaction records. The task is: describe an organic reaction: reactants, conditions, products, and yield The reactants are 1000, C=CC=C (butadiene), solids, C(CCCCCCCCCCC)OS(=O)(=O)C1=CC=CC=C1.[Na] (sodium dodecylbenzene sulfonate), O (water). Reaction conditions: temperature 70 celsius. The product is C(C=C)(=O)OCC.C(C(=C)C)(=O)O (ethyl acrylate methacrylic acid). The yield is 0.2%. Reaction SMILES: [CH2:1]=[CH:2][CH:3]=[CH2:4].[CH2:5]([O:17]S(C1C=CC=CC=1)(=O)=O)[CH2:6]CCCCCCCCCC.[Na].[OH2:28]>>[C:3]([O:17][CH2:5][CH3:6])(=[O:28])[CH:2]=[CH2:1].[C:5]([OH:17])(=[O:28])[C:3]([CH3:2])=[CH2:4] |f:1.2,4.5,^1:26|. Procedure: Into an agitated reactor is charged 1303 g of a 1000 A butadiene rubber latex (35.3% solids) with a pH of 8.1. The mixture is heated to 70° C. and 184 g of an aqueous AgAg stream is added over a 40 minute period. The AgAg stream contains 1.85% agglomerating agent A, 0.54% sodium dodecylbenzene sulfonate, and the balance water. Then 0.75% shell and core agglomerating agent is added resulting in (0.15% ethyl acrylate/methacrylic acid copolymer) in the agglomerated latex. 55% Of the small 1000 A pa... Reactants: Nc1ncnc2nc(Sc3cc4c(cc3Br)OCO4)[nH]c12, OCCCBr, Cc1ccccc1, CCOC(C)=O, CC(C)O, ClC(Cl)Cl, ClCCl, c1ccc(P(c2ccccc2)c2ccccc2)cc1. The product is Nc1ncnc2c1nc(Sc1cc3c(cc1Br)OCO3)n2CCCBr. Reaction SMILES: [Br:1][c:2]1[c:3]([S:11][c:12]2[n:13][c:14]3[n:15][cH:16][n:17][c:18]([NH2:21])[c:19]3[nH:20]2)[cH:4][c:5]2[c:6]([cH:10]1)[O:7][CH2:8][O:9]2.[Br:41][CH2:42][CH2:43][CH2:44][OH:45].[CH3:50][c:51]1[cH:52][cH:53][cH:54][cH:55][cH:56]1.[CH3:64][CH2:65][O:66][C:67]([CH3:68])=[O:69].[CH:60]([OH:61])([CH3:62])[CH3:63].[Cl:46][CH:47]([Cl:48])[Cl:49].[Cl:57][CH2:58][Cl:59].[c:22]1([P:23]([c:24]2[cH:25][cH:26][cH:27][cH:28][cH:29]2)[c:30]2[cH:31][cH:32][cH:33][cH:34][cH:35]2)[cH:36][cH:37][cH:38][cH:39][cH:40]1>>[Br:1][c:2]1[c:3]([S:11][c:12]2[n:13]([CH2:44][CH2:43][CH2:42][Br:41])[c:14]3[n:15][cH:16][n:17][c:18]([NH2:21])[c:19]3[n:20]2)[cH:4][c:5]2[c:6]([cH:10]1)[O:7][CH2:8][O:9]2. Starting materials: B(OC)(OC)OC (trimethyl borate), [Li]C(C)CC (s-BuLi), CN(C)CCN(C)C (TMEDA), COC1=CC2=C(C(CO2)(C)C)C=C1 (6-methoxy-3,3-dimethyl-2,3-dihydrobenzofuran), [Li] (lithium). Run in C1CCOC1 (THF), petroleum ether, C1CCOC1 (THF). Reaction conditions: time 20 minute. Yields the product COC1=C(C2=C(C(CO2)(C)C)C=C1)B(O)O (6-methoxy-3,3-dimethyl-2,3-dihydrobenzofuran-7-ylboronic acid). Yield: 53.0%. RXN SMILES: [Li]C(CC)C.CN(CCN(C)C)C.[CH3:14][O:15][C:16]1[CH:26]=[CH:25][C:19]2[C:20]([CH3:24])([CH3:23])[CH2:21][O:22][C:18]=2[CH:17]=1.[Li].[B:28](OC)([O:31]C)[O:29]C>C1COCC1>[CH3:14][O:15][C:16]1[CH:26]=[CH:25][C:19]2[C:20]([CH3:24])([CH3:23])[CH2:21][O:22][C:18]=2[C:17]=1[B:28]([OH:31])[OH:29] |^1:26|. Procedure: s-BuLi (35 mL, 1.3M in cyclohexane) was added to TMEDA (6.6 mL) at −78° C. drop wise within 30 min, 20 mL of THF was added to keep stirring. After 20 min, 6-methoxy-3,3-dimethyl-2,3-dihydrobenzofuran (5.4 g, 30.3 mmol) in THF (30 mL) was added into the lithium solution slowly. The solution was stirred at −78° C. for 1.5 h and trimethyl borate (18 mL) was added. The mixture was warmed to room temperature and stirred at room temperature overnight. The solution was acidified to pH=5-6 and extracted... Starting materials: CN(C)C=O, Oc1ccc(Oc2cccc(Cl)n2)cc1, ClCc1cc(C2CC2)no1, [H-], [H][H], [Na+], O. The product is Clc1cccc(Oc2ccc(OCc3cc(C4CC4)no3)cc2)n1. As a reaction SMILES: [CH3:30][N:31]([CH3:32])[CH:33]=[O:34].[Cl:1][c:2]1[cH:3][cH:4][cH:5][c:6]([O:8][c:9]2[cH:10][cH:11][c:12]([OH:15])[cH:13][cH:14]2)[n:7]1.[Cl:20][CH2:21][c:22]1[cH:23][c:24]([CH:27]2[CH2:28][CH2:29]2)[n:25][o:26]1.[H-:16].[H:18][H:19].[Na+:17].[OH2:35]>>[Cl:1][c:2]1[cH:3][cH:4][cH:5][c:6]([O:8][c:9]2[cH:10][cH:11][c:12]([O:15][CH2:21][c:22]3[cH:23][c:24]([CH:27]4[CH2:28][CH2:29]4)[n:25][o:26]3)[cH:13][cH:14]2)[n:7]1.